Dataset: the Open Reaction Database (ORD), a public repository of structured organic reaction records. Task: describe an organic reaction: reactants, conditions, products, and yield The reactants are NC1=C(C(=O)OC)C=CC(=C1OC1CCCC1)OC (methyl 2-amino-3-(cyclopentyloxy)-4-methoxybenzoate), C(C)(=O)OC(C)=O (acetic anhydride), O1CCOCC1 (dioxane). Run in O (Water). Conditions: time 15 minute. Product: C(C)(=O)NC1=C(C(=O)OC)C=CC(=C1OC1CCCC1)OC (methyl 2-acetamido-3-(cyclopentyloxy)-4-methoxybenzoate). RXN SMILES: [NH2:1][C:2]1[C:11]([O:12][CH:13]2[CH2:17][CH2:16][CH2:15][CH2:14]2)=[C:10]([O:18][CH3:19])[CH:9]=[CH:8][C:3]=1[C:4]([O:6][CH3:7])=[O:5].[C:20](OC(=O)C)(=[O:22])[CH3:21].O1CCOCC1>O>[C:20]([NH:1][C:2]1[C:11]([O:12][CH:13]2[CH2:14][CH2:15][CH2:16][CH2:17]2)=[C:10]([O:18][CH3:19])[CH:9]=[CH:8][C:3]=1[C:4]([O:6][CH3:7])=[O:5])(=[O:22])[CH3:21]. Reported procedure: A solution of methyl 2-amino-3-(cyclopentyloxy)-4-methoxybenzoate (5.54 g, 20.9 mmol), acetic anhydride (21.0 mL, 222 mmol), and dioxane (35 mL) was heated at 40° C. under N2 for 17 h and then allowed to cool to rt. Water (10 mL) was added, and after 15 min of stirring, the reaction was concentrated to give methyl 2-acetamido-3-(cyclopentyloxy)-4-methoxybenzoate: MS (ESI): 307.9.